This data is from the Open Reaction Database (ORD), a public repository of structured organic reaction records. The task is: describe an organic reaction: reactants, conditions, products, and yield Starting materials: C(O)([O-])=O.[Na+] (sodium hydrogen carbonate), C(C1=CC=CC=C1)(C1=CC=CC=C1)=N (benzophenone imine), O.NO (hydroxylamine monohydrate), C(C)(=O)[O-].[Na+] (sodium acetate), C(C)(C)(C)OC(=O)N1CCC(CC1)(C#N)C1=NC=C(C=C1)Br (4-(5-bromopyridin-2-yl)-4-cyanopiperidine-1-carboxylic acid tert-butyl ester), C(C)(C)(C)P(C1=C(C2=CC=CC=C2C=C1)C1=CC=CC2=CC=CC=C12)C(C)(C)C ((±)-2-(di-tert-butylphosphino)-1,1′-binaphthyl), C(C)(C)(C)O[Na] (tert-butoxysodium). The reagents and catalysts are C(C)(=O)[O-].[Pd+2].C(C)(=O)[O-] (palladium(II) acetate). Run in O (water), C(C)O (ethanol), C1(=CC=CC=C1)C (toluene). Conditions: temperature 120 celsius, time 7 hour. Product: C(C)(C)(C)OC(=O)N1CCC(CC1)(C#N)C1=NC=C(C=C1)N (4-(5-aminopyridin-2-yl)-4-cyanopiperidine-1-carboxylic acid tert-butyl ester). Reaction SMILES: [C:1]([O:5][C:6]([N:8]1[CH2:13][CH2:12][C:11]([C:16]2[CH:21]=[CH:20][C:19](Br)=[CH:18][N:17]=2)([C:14]#[N:15])[CH2:10][CH2:9]1)=[O:7])([CH3:4])([CH3:3])[CH3:2].C(P(C(C)(C)C)C1C=CC2C(=CC=CC=2)C=1C1C2C(=CC=CC=2)C=CC=1)(C)(C)C.C(O[Na])(C)(C)C.C(=[NH:71])(C1C=CC=CC=1)C1C=CC=CC=1.O.NO.C([O-])(=O)C.[Na+].C(=O)([O-])O.[Na+]>C1(C)C=CC=CC=1.C([O-])(=O)C.[Pd+2].C([O-])(=O)C.O.C(O)C>[C:1]([O:5][C:6]([N:8]1[CH2:13][CH2:12][C:11]([C:16]2[CH:21]=[CH:20][C:19]([NH2:71])=[CH:18][N:17]=2)([C:14]#[N:15])[CH2:10][CH2:9]1)=[O:7])([CH3:4])([CH3:3])[CH3:2] |f:4.5,6.7,8.9,11.12.13|. Procedure details: To a suspension of 4-(5-bromopyridin-2-yl)-4-cyanopiperidine-1-carboxylic acid tert-butyl ester (7.1 g), palladium(II) acetate (554 mg), (±)-2-(di-tert-butylphosphino)-1,1′-binaphthyl (1.51 g), and tert-butoxysodium (2.79 g) in toluene (48 ml) was added benzophenone imine (3.42 ml), stirred at 120° C. for 7 hours, then ethanol (48 ml), hydroxylamine monohydrate (5.4 g), and sodium acetate (9.54 g) were added thereto at room temperature, and stirred for 3.5 hours. To the reaction solution was add... Reactants: BrCc1ccccc1, O=C([O-])O, CN(C)C=O, [K+], O, Cc1cc(O)ccc1C(=O)O. The product is Cc1cc(O)ccc1C(=O)OCc1ccccc1. Reaction SMILES: [Br:17][CH2:18][c:19]1[cH:20][cH:21][cH:22][cH:23][cH:24]1.[C:12](=[O:13])([O-:14])[OH:15].[CH3:26][N:27]([CH3:28])[CH:29]=[O:30].[K+:16].[OH2:25].[OH:1][c:2]1[cH:3][c:4]([CH3:11])[c:5]([C:6](=[O:7])[OH:8])[cH:9][cH:10]1>>[OH:1][c:2]1[cH:3][c:4]([CH3:11])[c:5]([C:6](=[O:7])[O:8][CH2:18][c:19]2[cH:20][cH:21][cH:22][cH:23][cH:24]2)[cH:9][cH:10]1. The reactants are [BH4-], CCO, O=C1CC(CCCCl)S(=O)(=O)c2ccccc21, [Na+]. The product is O=S1(=O)c2ccccc2C(O)CC1CCCCl. Reaction SMILES: [BH4-:1].[CH3:20][CH2:21][OH:22].[Cl:3][CH2:4][CH2:5][CH2:6][CH:7]1[S:8](=[O:18])(=[O:19])[c:9]2[c:10]([cH:14][cH:15][cH:16][cH:17]2)[C:11](=[O:13])[CH2:12]1.[Na+:2]>>[Cl:3][CH2:4][CH2:5][CH2:6][CH:7]1[S:8](=[O:18])(=[O:19])[c:9]2[c:10]([cH:14][cH:15][cH:16][cH:17]2)[CH:11]([OH:13])[CH2:12]1. Starting materials: COC(=O)CCC#Cc1c([N+](=O)[O-])ccc2c1C(=Cc1[nH]ccc1OC)C(=O)N2, CO, [Cl-], [NH4+], O, [Zn]. Yields the product COC(=O)CCC#Cc1c(N)ccc2c1C(=Cc1[nH]ccc1OC)C(=O)N2. As a reaction SMILES: [CH3:1][O:2][C:3]([CH2:4][CH2:5][C:6]#[C:7][c:8]1[c:9]2[c:13]([cH:14][cH:15][c:16]1[N+:17]([O-:18])=[O:19])[NH:12][C:11](=[O:20])[C:10]2=[CH:21][c:22]1[nH:23][cH:24][cH:25][c:26]1[O:27][CH3:28])=[O:29].[CH3:33][OH:34].[Cl-:30].[NH4+:31].[OH2:32].[Zn:35]>>[CH3:1][O:2][C:3]([CH2:4][CH2:5][C:6]#[C:7][c:8]1[c:9]2[c:13]([cH:14][cH:15][c:16]1[NH2:17])[NH:12][C:11](=[O:20])[C:10]2=[CH:21][c:22]1[nH:23][cH:24][cH:25][c:26]1[O:27][CH3:28])=[O:29]. Reactants: C1(CCCCC1)[Mg]Cl (cyclohexylmagnesium chloride), ice, ice, C(#N)C=1C=C(CN2CCN(CC2)C2=C(C=CC=C2)OC)C=CC1 (1-(3-cyanobenzyl)-4-(2-methoxyphenyl)piperazine), O1CCCC1 (tetrahydrofuran). The solvent is C(C)OCC (ethyl ether). Conditions: temperature 25 celsius, time 3 hour. Product: C1(CCCCC1)C(=O)C1CCCCC1 (cyclohexyl ketone). As a reaction SMILES: C([C:3]1[CH:4]=[C:5]([CH:21]=[CH:22][CH:23]=1)[CH2:6]N1CCN(C2C=CC=CC=2OC)CC1)#N.[CH:24]1([Mg]Cl)[CH2:29][CH2:28][CH2:27][CH2:26][CH2:25]1.[O:32]1CCCC1>C(OCC)C>[CH:24]1([C:6]([CH:5]2[CH2:4][CH2:3][CH2:23][CH2:22][CH2:21]2)=[O:32])[CH2:29][CH2:28][CH2:27][CH2:26][CH2:25]1. Procedure details: To an ice-cooled solution of 1-(3-cyanobenzyl)-4-(2-methoxyphenyl)piperazine (5.60 g, 18.2 mmol) in 250 mL of tetrahydrofuran was added a solution of cyclohexylmagnesium chloride in ethyl ether (27.3 mL, 2.0M) under nitrogen. The solution was slowly warmed to 25° C. and then brought to reflux. After 48 h of reflux, thin layer chromatography indicated that the reaction was complete. The reaction mixture was then cooled to 0° C., ice cold 6N HCl solution (200 mL) was added, and the reaction mixtur... Starting materials: BrC=C1c2ccccc2CCc2ccccc21, Cc1cccc(B(O)O)c1. Yields the product Cc1cccc(C=C2c3ccccc3CCc3ccccc32)c1. RXN SMILES: [Br:1][CH:2]=[C:3]1[c:4]2[c:5]([cH:14][cH:15][cH:16][cH:17]2)[CH2:6][CH2:7][c:8]2[c:9]1[cH:10][cH:11][cH:12][cH:13]2.[c:18]1([CH3:27])[cH:19][c:20]([B:24]([OH:25])[OH:26])[cH:21][cH:22][cH:23]1>>[CH:2](=[C:3]1[c:4]2[c:5]([cH:14][cH:15][cH:16][cH:17]2)[CH2:6][CH2:7][c:8]2[c:9]1[cH:10][cH:11][cH:12][cH:13]2)[c:20]1[cH:19][c:18]([CH3:27])[cH:23][cH:22][cH:21]1.